describe an organic reaction: reactants, conditions, products, and yield From a dataset of the Open Reaction Database (ORD), a public repository of structured organic reaction records. Reactants: OC1=CC=C(C(=O)C2=CC=C(CSC3=NC4=CC=CC(=C4C(N3C)=O)C)C=C2)C=C1 (2-[4-(4-hydroxybenzoyl)benzylthio]-3,5-dimethyl-4(3H)-quinazolinone), Cl.ClCC1=CC=C(C(=O)N2CCN(CC2)C)C=C1 (1-(4-chloromethylbenzoyl)-4-methylpiperazine hydrochloride), C([O-])([O-])=O.[K+].[K+] (potassium carbonate). The solvent is CN(C)C=O (DMF). The product is Cl.CN1C(=NC2=CC=CC(=C2C1=O)C)SCC1=CC=C(C=C1)C(C1=CC=C(C=C1)OCC1=CC=C(C=C1)C(=O)N1CCN(CC1)C)=O (3,5-Dimethyl-2-[4-[4-[4-(4-methylpiperazinylcarbonyl)benzyloxy]benzoyl]benzylthio]-4(3H)-quinazolinone hydrochloride). Isolated yield 13.2%. RXN SMILES: [OH:1][C:2]1[CH:30]=[CH:29][C:5]([C:6]([C:8]2[CH:28]=[CH:27][C:11]([CH2:12][S:13][C:14]3[N:23]([CH3:24])[C:22](=[O:25])[C:21]4[C:16](=[CH:17][CH:18]=[CH:19][C:20]=4[CH3:26])[N:15]=3)=[CH:10][CH:9]=2)=[O:7])=[CH:4][CH:3]=1.Cl.[Cl:32][CH2:33][C:34]1[CH:48]=[CH:47][C:37]([C:38]([N:40]2[CH2:45][CH2:44][N:43]([CH3:46])[CH2:42][CH2:41]2)=[O:39])=[CH:36][CH:35]=1.C(=O)([O-])[O-].[K+].[K+]>CN(C=O)C>[ClH:32].[CH3:24][N:23]1[C:22](=[O:25])[C:21]2[C:16](=[CH:17][CH:18]=[CH:19][C:20]=2[CH3:26])[N:15]=[C:14]1[S:13][CH2:12][C:11]1[CH:27]=[CH:28][C:8]([C:6](=[O:7])[C:5]2[CH:4]=[CH:3][C:2]([O:1][CH2:33][C:34]3[CH:48]=[CH:47][C:37]([C:38]([N:40]4[CH2:45][CH2:44][N:43]([CH3:46])[CH2:42][CH2:41]4)=[O:39])=[CH:36][CH:35]=3)=[CH:30][CH:29]=2)=[CH:9][CH:10]=1 |f:1.2,3.4.5,7.8|. Procedure: A solution of 2-[4-(4-hydroxybenzoyl)benzylthio]-3,5-dimethyl-4(3H)-quinazolinone (406 mg), 1-(4-chloromethylbenzoyl)-4-methylpiperazine hydrochloride (1.119 g) and potassium carbonate (739 mg) in DMF (10 ml) was stirred at room temperature for 40 hours. This reaction mixture was concentrated and the residue was purified by silica gel column chromatography (dichloromethane: methanol =9:1) and treated with hydrogen chloride/ethyl acetate to provide the title compound as colorless solid (86 mg). The reactants are C(C)(C)(C)OC(=O)N1C(CCCC1)CCOC1=C(C=CC=C1)CCCCC1=CC=CC=C1 (1-t-butoxycarbonyl-2-{2-[2-(4-phenylbutyl)phenoxy]ethyl}piperidine), [H-].[Al+3].[Li+].[H-].[H-].[H-] (lithium aluminum hydride), [H-] (hydride), O.O.O.O.O.O.O.O.O.O.S(=O)(=O)([O-])[O-].[Na+].[Na+] (Sodium sulfate decahydrate). Run in O1CCCC1 (tetrahydrofuran), O1CCCC1 (tetrahydrofuran). The product is CN1C(CCCC1)CCOC1=C(C=CC=C1)CCCCC1=CC=CC=C1 (1-Methyl-2-{2-[2-(4-phenylbutyl)phenoxy]ethyl}piperidine). Yield: 69.1%. As a reaction SMILES: C(O[C:6]([N:8]1[CH2:13][CH2:12][CH2:11][CH2:10][CH:9]1[CH2:14][CH2:15][O:16][C:17]1[CH:22]=[CH:21][CH:20]=[CH:19][C:18]=1[CH2:23][CH2:24][CH2:25][CH2:26][C:27]1[CH:32]=[CH:31][CH:30]=[CH:29][CH:28]=1)=O)(C)(C)C.[H-].[Al+3].[Li+].[H-].[H-].[H-].O.O.O.O.O.O.O.O.O.O.S([O-])([O-])(=O)=O.[Na+].[Na+].[H-]>O1CCCC1>[CH3:6][N:8]1[CH2:13][CH2:12][CH2:11][CH2:10][CH:9]1[CH2:14][CH2:15][O:16][C:17]1[CH:22]=[CH:21][CH:20]=[CH:19][C:18]=1[CH2:23][CH2:24][CH2:25][CH2:26][C:27]1[CH:28]=[CH:29][CH:30]=[CH:31][CH:32]=1 |f:1.2.3.4.5.6,7.8.9.10.11.12.13.14.15.16.17.18.19|. Procedure details: A solution of 820 mg of 1-t-butoxycarbonyl-2-{2-[2-(4-phenylbutyl)phenoxy]ethyl}piperidine [prepared as described in Example 31(a)] in 4 ml of tetrahydrofuran was added dropwise to a dispersion of 140 mg of lithium aluminum hydride in 4 ml of tetrahydrofuran, whilst ice-cooling. After the addition was complete, the reaction mixture was heated under reflux for 2 hours and then cooled. Sodium sulfate decahydrate was carefully added to the mixture in order to decompose any excess of the hydride. In... Solvent: CO (methanol). Reactants: Cl (HCl), O1CCOCC1 (dioxane), ClC=1C=C(C=CC1CSC1=NC(=CC(=N1)O)C)C(N(CC)CC)=N (3-chloro-N,N-diethyl-4-{[(4-hydroxy-6-methylpyrimidin-2-yl)sulfanyl]methyl}benzene-1-carboximidamide). The product is Cl.Cl.ClC=1C=C(C=CC1CSC1=NC(=CC(=N1)O)C)C(N(CC)CC)=N (3-chloro-N,N-diethyl-4-{[(4-hydroxy-6-methylpyrimidin-2-yl)sulfanyl]methyl}benzene-1-carboximidamide dihydrochloride). Procedure: 3-chloro-N,N-diethyl-4-{[(4-hydroxy-6-methylpyrimidin-2-yl)sulfanyl]methyl}benzene-1-carboximidamide (83 mg, 227 μmol) was stirred in methanol (10 mL), and a solution of 4 N HCl in dioxane (170 μL, 681 μmol) was added dropwise at 0° C. The mixture was stirred for 1.5 hours at room temperature. The solvent was removed by evaporation, and the residue was triturated with diethyl ether and dried in vacuo to afford to 3-chloro-N,N-diethyl-4-{[(4-hydroxy-6-methylpyrimidin-2-yl)sulfanyl]methyl}benzene-... Reaction SMILES: [Cl:1][C:2]1[CH:3]=[C:4]([C:18](=[NH:24])[N:19]([CH2:22][CH3:23])[CH2:20][CH3:21])[CH:5]=[CH:6][C:7]=1[CH2:8][S:9][C:10]1[N:15]=[C:14]([OH:16])[CH:13]=[C:12]([CH3:17])[N:11]=1.[ClH:25].O1CCOCC1>CO>[ClH:1].[ClH:25].[Cl:1][C:2]1[CH:3]=[C:4]([C:18](=[NH:24])[N:19]([CH2:22][CH3:23])[CH2:20][CH3:21])[CH:5]=[CH:6][C:7]=1[CH2:8][S:9][C:10]1[N:15]=[C:14]([OH:16])[CH:13]=[C:12]([CH3:17])[N:11]=1 |f:4.5.6|. Run at time 1.5 hour. The yield is 81.0%.